Dataset: the Open Reaction Database (ORD), a public repository of structured organic reaction records. Task: describe an organic reaction: reactants, conditions, products, and yield The reactants are OC1=CC=C(C=C1)CCNC1=NC=CC(=N1)C=1C=C(C=O)C=CC1 (3-{2-[2-(4-Hydroxy-phenyl)-ethylamino]-pyrimidin-4-yl}-benzaldehyde), CN1CCNCC1 (N-methyl piperazine), 404. Product: CN1CCN(CC1)CC=1C=C(C=CC1)C1=NC(=NC=C1)NCCC1=CC=C(C=C1)O (4-(2-{4-[3-(4-Methyl-piperazin-1-ylmethyl)-phenyl]-pyrimidin-2-ylamino}-ethyl)-phenol). RXN SMILES: [OH:1][C:2]1[CH:7]=[CH:6][C:5]([CH2:8][CH2:9][NH:10][C:11]2[N:16]=[C:15]([C:17]3[CH:18]=[C:19]([CH:22]=[CH:23][CH:24]=3)[CH:20]=O)[CH:14]=[CH:13][N:12]=2)=[CH:4][CH:3]=1.[CH3:25][N:26]1[CH2:31][CH2:30][NH:29][CH2:28][CH2:27]1>>[CH3:25][N:26]1[CH2:31][CH2:30][N:29]([CH2:20][C:19]2[CH:18]=[C:17]([C:15]3[CH:14]=[CH:13][N:12]=[C:11]([NH:10][CH2:9][CH2:8][C:5]4[CH:6]=[CH:7][C:2]([OH:1])=[CH:3][CH:4]=4)[N:16]=3)[CH:24]=[CH:23][CH:22]=2)[CH2:28][CH2:27]1. Procedure: Intermediate 28 was coupled with N-methyl piperazine following procedure F. LC-MS showed the product had the expected M+H+ of 404. 1H NMR (Varian 300 MHz, CDCl3, shifts relative to the solvent peak at 7.24 ppm) δ 8.3 (d, 1H) 7.9 (m, 2H) 7.4 (m, 2H) 7.1 (d, 2H) 7.0 (d, 1H) 6.7 (d, 2H) 5.2 (m, 1H) 3.7 (m, 2H) 3.6 (s, 2H) 2.9 (m, 2H) 2.7 (s, 8H) 2.4 (s, 3H). The reactants are ClC=1C2=C(N=CN1)OC(=C2C2=CC=C(C=C2)OC)C2=CC=CC=C2 (4-chloro-5-(4-methoxyphenyl)-6-phenylfuro[2,3-d]-pyrimidine), C([C@@H](C)O)O ((2R)-propane-1,2-diol), ClC=1C2=C(N=CN1)OC(=C2C2=CC=C(C=C2)CC)C2=CC=CC=C2 (4-chloro-5-(4-ethylphenyl)-6-phenylfuro[2,3-d]pyrimidine), C([C@H](C)O)O ((2S)-propane-1,2-diol). Product: COC1=CC=C(C=C1)C1=C(OC=2N=CN=C(C21)O[C@@H](CO)C)C2=CC=CC=C2 ((2R)-2-{[5-(4-methoxyphenyl)-6-phenylfuro[2,3-d]pyrimidin-4-yl]oxy}propan-1-ol). Reaction SMILES: Cl[C:2]1[C:3]2[C:10]([C:11]3[CH:16]=[CH:15][C:14]([O:17][CH3:18])=[CH:13][CH:12]=3)=[C:9]([C:19]3[CH:24]=[CH:23][CH:22]=[CH:21][CH:20]=3)[O:8][C:4]=2[N:5]=[CH:6][N:7]=1.ClC1C2C(C3C=CC(CC)=CC=3)=C(C3C=CC=CC=3)OC=2N=CN=1.[CH2:49]([OH:53])[C@@H:50]([OH:52])[CH3:51].C(O)[C@H](O)C>>[CH3:18][O:17][C:14]1[CH:15]=[CH:16][C:11]([C:10]2[C:3]3[C:2]([O:52][C@H:50]([CH3:51])[CH2:49][OH:53])=[N:7][CH:6]=[N:5][C:4]=3[O:8][C:9]=2[C:19]2[CH:24]=[CH:23][CH:22]=[CH:21][CH:20]=2)=[CH:12][CH:13]=1. Procedure details: Production of the compounds listed in the following table is analogous to the synthesis described above. It starts correspondingly from 4-chloro-5-(4-methoxyphenyl)-6-phenylfuro[2,3-d]-pyrimidine or from 4-chloro-5-(4-ethylphenyl)-6-phenylfuro[2,3-d]pyrimidine and uses (2S)-propane-1,2-diol or (2R)-propane-1,2-diol respectively: The reactants are B, C1CCOC1, COC(=O)c1cncn1C1C(=O)N(C)Cc2ccccc21, [Na+], [OH-]. The product is COC(=O)c1cncn1C1CN(C)Cc2ccccc21. Reaction SMILES: [BH3:22].[CH2:25]1[O:26][CH2:27][CH2:28][CH2:29]1.[CH3:1][O:2][C:3](=[O:4])[c:5]1[n:6]([CH:10]2[C:11](=[O:21])[N:12]([CH3:20])[CH2:13][c:14]3[cH:15][cH:16][cH:17][cH:18][c:19]32)[cH:7][n:8][cH:9]1.[Na+:24].[OH-:23]>>[CH3:1][O:2][C:3](=[O:4])[c:5]1[n:6]([CH:10]2[CH2:11][N:12]([CH3:20])[CH2:13][c:14]3[cH:15][cH:16][cH:17][cH:18][c:19]32)[cH:7][n:8][cH:9]1.